This data is from the Open Reaction Database (ORD), a public repository of structured organic reaction records. The task is: describe an organic reaction: reactants, conditions, products, and yield Starting materials: CC=1C(=NC2=CC=C(C=C2N1)C(=O)OC)C1=CC=CC=C1 (methyl 3-methyl-2-phenylquinoxaline-6-carboxylate), [Li+].[OH-] (LiOH). Run in O1CCOCC1.O (1,4-dioxane H2O). Conditions: time 1 hour. Yields the product CC=1C(=NC2=CC=C(C=C2N1)C(=O)O)C1=CC=CC=C1 (3-methyl-2-phenylquinoxaline-6-carboxylic acid). Yield: 35.5%. As a reaction SMILES: [CH3:1][C:2]1[C:3]([C:16]2[CH:21]=[CH:20][CH:19]=[CH:18][CH:17]=2)=[N:4][C:5]2[C:10]([N:11]=1)=[CH:9][C:8]([C:12]([O:14]C)=[O:13])=[CH:7][CH:6]=2.[Li+].[OH-]>O1CCOCC1.O>[CH3:1][C:2]1[C:3]([C:16]2[CH:21]=[CH:20][CH:19]=[CH:18][CH:17]=2)=[N:4][C:5]2[C:10]([N:11]=1)=[CH:9][C:8]([C:12]([OH:14])=[O:13])=[CH:7][CH:6]=2 |f:1.2,3.4|. Reported procedure: A solution of methyl 3-methyl-2-phenylquinoxaline-6-carboxylate (90 mg, 0.32 mmol, 1.00 equiv) and LiOH (20.7 mg, 0.90 mmol, 5.00 equiv) in 1,4-dioxane/H2O (9/3 mL) was placed in a 50-mL round-bottom flask and allowed to react, with stirring, for 1 hr while the temperature was maintained at reflux in an oil bath. The resulting mixture was concentrated under vacuum, and the pH adjusted to 4 with HCl (1M). The solids were collected by filtration and dried in an oven under reduced pressure, yieldin... The reactants are CCOC(=O)C1CCN(Cc2ccc(C)cc2)C(S(=O)(=O)c2ccc(OCc3ccc(Cl)cc3)cc2)C1, C1CCOC1, CO, [Na+], [OH-]. Product: Cc1ccc(CN2CCC(C(=O)O)CC2S(=O)(=O)c2ccc(OCc3ccc(Cl)cc3)cc2)cc1. RXN SMILES: [CH2:1]([CH3:2])[O:3][C:4](=[O:5])[CH:6]1[CH2:7][CH:8]([S:20](=[O:21])(=[O:22])[c:23]2[cH:24][cH:25][c:26]([O:29][CH2:30][c:31]3[cH:32][cH:33][c:34]([Cl:37])[cH:35][cH:36]3)[cH:27][cH:28]2)[N:9]([CH2:12][c:13]2[cH:14][cH:15][c:16]([CH3:19])[cH:17][cH:18]2)[CH2:10][CH2:11]1.[CH2:42]1[O:43][CH2:44][CH2:45][CH2:46]1.[CH3:38][OH:39].[Na+:41].[OH-:40]>>[O:3]=[C:4]([OH:5])[CH:6]1[CH2:7][CH:8]([S:20](=[O:21])(=[O:22])[c:23]2[cH:24][cH:25][c:26]([O:29][CH2:30][c:31]3[cH:32][cH:33][c:34]([Cl:37])[cH:35][cH:36]3)[cH:27][cH:28]2)[N:9]([CH2:12][c:13]2[cH:14][cH:15][c:16]([CH3:19])[cH:17][cH:18]2)[CH2:10][CH2:11]1.